describe an organic reaction: reactants, conditions, products, and yield From a dataset of the Open Reaction Database (ORD), a public repository of structured organic reaction records. Starting materials: NC1=CC=2CC3=CC=CC=C3C2C=C1 (2-aminofluorene), ClCCN=C=O (2-chloroethyl isocyanate). Run in C(C)OCC (ethyl ether). Conditions: time 16 hour. Yields the product ClCCNC(NC1=CC=2CC3=CC=CC=C3C2C=C1)=O (2-[3-(2-chloroethyl)ureido]fluorene). Isolated yield 40.0%. As a reaction SMILES: [NH2:1][C:2]1[CH:14]=[CH:13][C:12]2[C:11]3[C:6](=[CH:7][CH:8]=[CH:9][CH:10]=3)[CH2:5][C:4]=2[CH:3]=1.[Cl:15][CH2:16][CH2:17][N:18]=[C:19]=[O:20]>C(OCC)C>[Cl:15][CH2:16][CH2:17][NH:18][C:19](=[O:20])[NH:1][C:2]1[CH:14]=[CH:13][C:12]2[C:11]3[C:6](=[CH:7][CH:8]=[CH:9][CH:10]=3)[CH2:5][C:4]=2[CH:3]=1. Procedure details: To a solution of 2 g of 2-aminofluorene in 125 mL of anhydrous ethyl ether is added dropwise 1.25 g of 2-chloroethyl isocyanate. This solution is stirred for 16 h at room temperature, cooled at -20° C., and filtered. A white solid separated and was recrystallized from ethanol (white flakes), yield 40%, mp 206°-208° C., IR (KBr pellet): 3300 (NH), 1730 (C=O, ester), and 1640 cm-1 (C=O, ureido); 1H NMR (DMSO-d6 : CDCl3): 8.08 ppm, 7.44 ppm, 7.35 ppm, 7.3 ppm, 7.27 ppm, 7.25 ppm, 7.16 ppm, 7.13 ppm...